From a dataset of the Open Reaction Database (ORD), a public repository of structured organic reaction records. describe an organic reaction: reactants, conditions, products, and yield Procedure details: In a 100 ml. three-necked, round-bottomed flask equipped with a reflux condenser, flowing argon and a magnetic bar, 7-chloro-acetamido-2-formylquinoline-5,8-dione (24) (prepared as described in Example 24) (0.0500 g., 0.18 mmol), L-tryptophan isoamyl ester (37) (prepared as described in Example 37) (0.0490 g., 0.18 mmol), and 75 ml. of dried and distilled xylene were slowly heated to 76° C. over a five-hour period. Upon the first detection of the formation of a light-colored precipitate, the mix... The product is CC(C)CCOC(=O)C=1C=C2C=3C=CC=CC3NC2=C(N1)C=4C=CC5=C(N4)C(=O)C(=CC5=O)NC(=O)CCl (7-N-CHLOROACETYLDEMETHYLLAVENDAMYCIN ISOAMYL ESTER). As a reaction SMILES: [Cl:1][CH2:2][C:3]([NH:5][C:6]1[C:15](=[O:16])[C:14]2[N:13]=[C:12]([CH:17]=O)[CH:11]=[CH:10][C:9]=2[C:8](=[O:19])[CH:7]=1)=[O:4].[CH2:20]([O:25][C:26](=[O:39])[C@H:27]([CH2:29][C:30]1[C:38]2[C:33](=[CH:34][CH:35]=[CH:36][CH:37]=2)[NH:32][CH:31]=1)[NH2:28])[CH2:21][CH:22]([CH3:24])[CH3:23].[K+].[Br-].COC(=O)[C@H](C(C)C1C2C(=CC=CC=2)NC=1)N>>[CH3:24][CH:22]([CH2:21][CH2:20][O:25][C:26]([C:27]1[CH:29]=[C:30]2[C:31](=[C:17]([C:12]3[CH:11]=[CH:10][C:9]4[C:8](=[O:19])[CH:7]=[C:6]([NH:5][C:3]([CH2:2][Cl:1])=[O:4])[C:15](=[O:16])[C:14]=4[N:13]=3)[N:28]=1)[NH:32][C:33]1[CH:34]=[CH:35][CH:36]=[CH:37][C:38]2=1)=[O:39])[CH3:23] |f:2.3|. Conditions: temperature 76 celsius. Starting materials: ClCC(=O)NC1=CC(C=2C=CC(=NC2C1=O)C=O)=O (7-chloroacetamido-2-formylquinoline-5,8-dione), ( 6 ), H23ClN4O5, ( 58 ), ( 95 ), ( 15 ), ( 83 ), C(CC(C)C)OC([C@@H](N)CC1=CNC2=CC=CC=C12)=O (L-tryptophan isoamyl ester), [K+].[Br-] (KBr), COC([C@@H](N)C(C1=CNC2=CC=CC=C12)C)=O (β-methyltryptophan methyl ester). Yield: 27.0%. Starting materials: resultant mixture, O (H2O), OC(CN(C(OC(C)(C)C)=O)C)CN(C(OC(C)(C)C)=O)C (di-tert-butyl 2-hydroxypropane-1,3-diylbis(methylcarbamate)), [N+](=O)([O-])C1=CC(=CC(=C1)F)F (1-nitro-3,5-difluorobenzene), [H-].[Na+] (NaH). The solvent is CCOC(=O)C (EtOAc), [NH4+].[Cl-] (NH4Cl), CN(C)C=O (DMF). The product is FC=1C=C(OC(CN(C(OC(C)(C)C)=O)C)CN(C(OC(C)(C)C)=O)C)C=C(C1)[N+](=O)[O-] (di-tert-butyl 2-(3-fluoro-5-nitrophenoxy)propane-1,3-diylbis(methylcarbamate)). Isolated yield 47.8%. As a reaction SMILES: [OH:1][CH:2]([CH2:13][N:14]([CH3:22])[C:15](=[O:21])[O:16][C:17]([CH3:20])([CH3:19])[CH3:18])[CH2:3][N:4]([CH3:12])[C:5](=[O:11])[O:6][C:7]([CH3:10])([CH3:9])[CH3:8].[N+:23]([C:26]1[CH:31]=[C:30]([F:32])[CH:29]=[C:28](F)[CH:27]=1)([O-:25])=[O:24].[H-].[Na+].O>CN(C=O)C.CCOC(C)=O.[NH4+].[Cl-]>[F:32][C:30]1[CH:29]=[C:28]([CH:27]=[C:26]([N+:23]([O-:25])=[O:24])[CH:31]=1)[O:1][CH:2]([CH2:13][N:14]([CH3:22])[C:15](=[O:21])[O:16][C:17]([CH3:20])([CH3:19])[CH3:18])[CH2:3][N:4]([CH3:12])[C:5](=[O:11])[O:6][C:7]([CH3:10])([CH3:9])[CH3:8] |f:2.3,7.8|. Reported procedure: To 15.0 g (47.1 mmol) of di-tert-butyl 2-hydroxypropane-1,3-diylbis(methylcarbamate) and 11.9 g (75 mmol) of 1-nitro-3,5-difluorobenzene in 100 ml DMF under N2 at 0° C. was added 2.4 g (60 mmol) of NaH in portions. The resultant mixture was stirred at 0° C. for 30 min after which approximately 1 mL of H2O was added slowly. The reaction mixture was diluted with 200 mL EtOAc and 200 mL saturated NH4Cl. The layers were separated and the organic layer was washed with 200 mL of saturated NH4Cl. The o... Starting materials: CN1CCOCC1, O=C(O)Cc1cccc(Cl)c1, Nc1ccc2[nH]ncc2c1, CN(C)C=O, On1nnc2ccccc21. Yields the product O=C(Cc1cccc(Cl)c1)Nc1ccc2[nH]ncc2c1. Reaction SMILES: [CH3:32][N:33]1[CH2:34][CH2:35][O:36][CH2:37][CH2:38]1.[Cl:21][c:22]1[cH:23][c:24]([CH2:28][C:29](=[O:30])[OH:31])[cH:25][cH:26][cH:27]1.[NH2:1][c:2]1[cH:3][c:4]2[cH:5][n:6][nH:7][c:8]2[cH:9][cH:10]1.[O:39]=[CH:40][N:41]([CH3:42])[CH3:43].[OH:11][n:12]1[c:13]2[c:14]([cH:15][cH:16][cH:17][cH:18]2)[n:19][n:20]1>>[NH:1]([c:2]1[cH:3][c:4]2[cH:5][n:6][nH:7][c:8]2[cH:9][cH:10]1)[C:29]([CH2:28][c:24]1[cH:23][c:22]([Cl:21])[cH:27][cH:26][cH:25]1)=[O:30]. The reactants are BrC1=CC=CC(=N1)C(C)O (1-(6-bromopyridin-2-yl)ethanol), NC=1SC(=CC1C(=O)N)C1=C(C=CC=C1)F (2-amino-5-(2-fluorophenyl)thiophene-3-carboxamide). Yields the product FC1=C(C=CC=C1)C1=CC(=C(S1)NC1=NC(=CC=C1)C(C)O)C(=O)N (5-(2-Fluorophenyl)-2-{[6-(1-hydroxyethyl)pyridin-2-yl]amino}thiophene-3-carboxamide). Reported procedure: The title compound was prepared according to the general procedure in Example 1 using 1-(6-bromopyridin-2-yl)ethanol (65.0 mg, 0.322 mmol) and 2-amino-5-(2-fluorophenyl)thiophene-3-carboxamide (78.0 mg, 0.330 mmol) as the starting materials. As a reaction SMILES: Br[C:2]1[N:7]=[C:6]([CH:8]([OH:10])[CH3:9])[CH:5]=[CH:4][CH:3]=1.[NH2:11][C:12]1[S:13][C:14]([C:20]2[CH:25]=[CH:24][CH:23]=[CH:22][C:21]=2[F:26])=[CH:15][C:16]=1[C:17]([NH2:19])=[O:18]>>[F:26][C:21]1[CH:22]=[CH:23][CH:24]=[CH:25][C:20]=1[C:14]1[S:13][C:12]([NH:11][C:2]2[CH:3]=[CH:4][CH:5]=[C:6]([CH:8]([OH:10])[CH3:9])[N:7]=2)=[C:16]([C:17]([NH2:19])=[O:18])[CH:15]=1.